This data is from the Open Reaction Database (ORD), a public repository of structured organic reaction records. The task is: describe an organic reaction: reactants, conditions, products, and yield The reactants are C(C1=CC=CC=C1)OC(=O)N1CCC(CC1)CO (N-benzyloxycarbonylpiperidine-4-methanol), [N+](=[N-])=CC(=O)OCC (ethyl diazoacetate). The reagents and catalysts are C(C)(=O)[O-].C(C)(=O)[O-].C(C)(=O)[O-].C(C)(=O)[O-].[Rh+3].[Rh+3] (dirhodium tetraacetate). Run in ClCCl (dichloromethane). Yields the product C(C1=CC=CC=C1)OC(=O)N1CCC(CC1)COCC(=O)OCC (ethyl N-(benzyloxycarbonyl)piperidin-4-ylmethoxyacetate). RXN SMILES: [CH2:1]([O:8][C:9]([N:11]1[CH2:16][CH2:15][CH:14]([CH2:17][OH:18])[CH2:13][CH2:12]1)=[O:10])[C:2]1[CH:7]=[CH:6][CH:5]=[CH:4][CH:3]=1.[N+](=[CH:21][C:22]([O:24][CH2:25][CH3:26])=[O:23])=[N-]>C([O-])(=O)C.C([O-])(=O)C.C([O-])(=O)C.C([O-])(=O)C.[Rh+3].[Rh+3].ClCCl>[CH2:1]([O:8][C:9]([N:11]1[CH2:16][CH2:15][CH:14]([CH2:17][O:18][CH2:21][C:22]([O:24][CH2:25][CH3:26])=[O:23])[CH2:13][CH2:12]1)=[O:10])[C:2]1[CH:7]=[CH:6][CH:5]=[CH:4][CH:3]=1 |f:2.3.4.5.6.7|. Procedure: In a similar manner to Example 20, starting material step (a), N-benzyloxycarbonylpiperidine-4-methanol (2 g, preparation described in Turconi, M. et al (1989), European Patent Application No. 309422-A2), dirhodium tetraacetate (40 mg), dichloromethane (15 ml total) and ethyl diazoacetate (1.2 ml) were reacted to give ethyl N-(benzyloxycarbonyl)piperidin-4-ylmethoxyacetate (1.47 g) as a colourless oil: NMR Spectrum (DMSO-d6) 1.10 (2H, m), 1.20 (3H, t), 1.70 (3H, m), 2.80 (2H, m), 3.31 (2H, d), 4... As a reaction SMILES: [C:1]([O:2][C:3](=[O:4])[N:8]=[C:9]1[SH:10]=[C:11]([CH2:24][CH3:25])[CH2:12][N:13]1[c:14]1[cH:15][c:16]([C:20]([F:21])([F:22])[F:23])[cH:17][cH:18][cH:19]1)([CH3:5])([CH3:6])[CH3:7].[C:34](=[O:35])([O-:36])[O-:37].[CH:40]([Cl:41])([Cl:42])[Cl:43].[K+:38].[K+:39].[OH2:33].[OH:26][C:27]([C:28]([F:29])([F:30])[F:31])=[O:32]>>[NH:8]=[C:9]1[SH:10]=[C:11]([CH2:24][CH3:25])[CH2:12][N:13]1[c:14]1[cH:15][c:16]([C:20]([F:21])([F:22])[F:23])[cH:17][cH:18][cH:19]1. Product: CCC1=[SH]C(=N)N(c2cccc(C(F)(F)F)c2)C1. Reactants: CCC1=[SH]C(=NC(=O)OC(C)(C)C)N(c2cccc(C(F)(F)F)c2)C1, O=C([O-])[O-], ClC(Cl)Cl, [K+], [K+], O, O=C(O)C(F)(F)F. Starting materials: FC1=CC=CC=2NCC(OC21)CN (Dihydro-8-fluoro-2H-1,4-benzoxazine-2-methanamine), CC1=CC=CC=2NCC(OC21)C(=O)N (Dihydro-8-methyl-2H-1,4-benzoxazine-2-carboxamide). The product is CC1=CC=CC=2NCC(OC21)CN (Dihydro-8-methyl-2H-1,4-benzoxazine-2-methanamine). Reaction SMILES: FC1C2OC(CN)CNC=2C=CC=1.[CH3:14][C:15]1[C:24]2[O:23][CH:22]([C:25]([NH2:27])=O)[CH2:21][NH:20][C:19]=2[CH:18]=[CH:17][CH:16]=1>>[CH3:14][C:15]1[C:24]2[O:23][CH:22]([CH2:25][NH2:27])[CH2:21][NH:20][C:19]=2[CH:18]=[CH:17][CH:16]=1. Procedure details: This compound is obtained using the same experimental conditions as those used for the synthesis of intermediate 2b but by replacing 3,4-dihydro-8-fluoro-2H-1,4-benzoxazine-2-carboxamide (4b) with 3,4-dihydro-8-methyl-2H-1,4-benzoxazine-2-carboxamide (4c). The title compound of formula (2c) is obtained. Starting materials: CN(C)C=O, CC(=O)NCc1ccc2ccn(C3CCN(CCc4ccc(F)cc4)CC3)c2c1, [Na+], [OH-], O=P(Cl)(Cl)Cl. Yields the product CC(=O)NCc1ccc2c(C=O)cn(C3CCN(CCc4ccc(F)cc4)CC3)c2c1. RXN SMILES: [CH3:37][N:38]([CH:39]=[O:40])[CH3:41].[F:6][c:7]1[cH:8][cH:9][c:10]([CH2:11][CH2:12][N:13]2[CH2:14][CH2:15][CH:16]([n:19]3[cH:20][cH:21][c:22]4[cH:23][cH:24][c:25]([CH2:28][NH:29][C:30]([CH3:31])=[O:32])[cH:26][c:27]34)[CH2:17][CH2:18]2)[cH:33][cH:34]1.[Na+:36].[OH-:35].[P:1]([Cl:2])([Cl:3])([Cl:4])=[O:5]>>[F:6][c:7]1[cH:8][cH:9][c:10]([CH2:11][CH2:12][N:13]2[CH2:14][CH2:15][CH:16]([n:19]3[cH:20][c:21]([CH:39]=[O:40])[c:22]4[cH:23][cH:24][c:25]([CH2:28][NH:29][C:30]([CH3:31])=[O:32])[cH:26][c:27]34)[CH2:17][CH2:18]2)[cH:33][cH:34]1. Reactants: [Br-], CC[N+](CC)(CC)CC, CC[N+](CC)(CC)CC, CS(C)=O, CCN(C(C)C)C(C)C, FC(F)(F)COCCn1nc(CCl)c2nc(Cl)nc(Nc3ccncn3)c21, Cl, NCC(F)(F)F, [I-]. The product is FC(F)(F)CNCc1nn(CCOCC(F)(F)F)c2c(Nc3ccncn3)nc(Cl)nc12. Reaction SMILES: [Br-:44].[CH2:45]([N+:46]([CH2:47][CH3:48])([CH2:49][CH3:50])[CH2:51][CH3:52])[CH3:53].[CH2:55]([N+:56]([CH2:57][CH3:58])([CH2:59][CH3:60])[CH2:61][CH3:62])[CH3:63].[CH3:64][S:65](=[O:66])[CH3:67].[CH:35]([N:36]([CH2:37][CH3:38])[CH:39]([CH3:40])[CH3:41])([CH3:42])[CH3:43].[Cl:1][c:2]1[n:3][c:4]([NH:21][c:22]2[n:23][cH:24][n:25][cH:26][cH:27]2)[c:5]2[c:6]([n:7]1)[c:8]([CH2:19][Cl:20])[n:9][n:10]2[CH2:11][CH2:12][O:13][CH2:14][C:15]([F:16])([F:17])[F:18].[ClH:28].[F:29][C:30]([CH2:31][NH2:32])([F:33])[F:34].[I-:54]>>[Cl:1][c:2]1[n:3][c:4]([NH:21][c:22]2[n:23][cH:24][n:25][cH:26][cH:27]2)[c:5]2[c:6]([n:7]1)[c:8]([CH2:19][NH:32][CH2:31][C:30]([F:29])([F:33])[F:34])[n:9][n:10]2[CH2:11][CH2:12][O:13][CH2:14][C:15]([F:16])([F:17])[F:18]. Reactants: BrCCCCOC1=CC2=C(C(=NS2)C2=CC=C(C=C2)Br)C=C1 (6-(4-Bromo-butoxy)-3-(4-bromo-phenyl)-benzo[d]isothiazole), N1CCOCC1 (morpholine). Product: BrC1=CC=C(C=C1)C1=NSC2=C1C=CC(=C2)OCCCCN2CCOCC2 (3-(4-Bromo-phenyl)-6-(4-morpholin-4-yl-butoxy)-benzo[d]isothiazole). As a reaction SMILES: Br[CH2:2][CH2:3][CH2:4][CH2:5][O:6][C:7]1[CH:22]=[CH:21][C:10]2[C:11]([C:14]3[CH:19]=[CH:18][C:17]([Br:20])=[CH:16][CH:15]=3)=[N:12][S:13][C:9]=2[CH:8]=1.[NH:23]1[CH2:28][CH2:27][O:26][CH2:25][CH2:24]1>>[Br:20][C:17]1[CH:18]=[CH:19][C:14]([C:11]2[C:10]3[CH:21]=[CH:22][C:7]([O:6][CH2:5][CH2:4][CH2:3][CH2:2][N:23]4[CH2:28][CH2:27][O:26][CH2:25][CH2:24]4)=[CH:8][C:9]=3[S:13][N:12]=2)=[CH:15][CH:16]=1. Reported procedure: According to the method in example 4, 6-(4-Bromo-butoxy)-3-(4-bromo-phenyl)-benzo[d]isothiazole and morpholine were converted to yield 3-(4-Bromo-phenyl)-6-(4-morpholin-4-yl-butoxy)-benzo[d]isothiazole, MS: 448 (MH+, 1Br). Reactants: CCCCCCCCCCCCCCCCCCNCCCCCCCCCCCCCCCCCC, O=[N+]([O-])c1ccc(F)c([N+](=O)[O-])c1. Product: CCCCCCCCCCCCCCCCCCN(CCCCCCCCCCCCCCCCCC)c1ccc([N+](=O)[O-])cc1[N+](=O)[O-]. Reaction SMILES: [CH2:14]([CH2:15][CH2:16][CH2:17][CH2:18][CH2:19][CH2:20][CH2:21][CH2:22][CH2:23][CH2:24][CH2:25][CH2:26][CH2:27][CH2:28][CH2:29][CH2:30][CH3:31])[NH:32][CH2:33][CH2:34][CH2:35][CH2:36][CH2:37][CH2:38][CH2:39][CH2:40][CH2:41][CH2:42][CH2:43][CH2:44][CH2:45][CH2:46][CH2:47][CH2:48][CH2:49][CH3:50].[N+:1](=[O:2])([O-:3])[c:4]1[c:5]([F:13])[cH:6][cH:7][c:8]([N+:10](=[O:11])[O-:12])[cH:9]1>>[N+:1](=[O:2])([O-:3])[c:4]1[c:5]([N:32]([CH2:14][CH2:15][CH2:16][CH2:17][CH2:18][CH2:19][CH2:20][CH2:21][CH2:22][CH2:23][CH2:24][CH2:25][CH2:26][CH2:27][CH2:28][CH2:29][CH2:30][CH3:31])[CH2:33][CH2:34][CH2:35][CH2:36][CH2:37][CH2:38][CH2:39][CH2:40][CH2:41][CH2:42][CH2:43][CH2:44][CH2:45][CH2:46][CH2:47][CH2:48][CH2:49][CH3:50])[cH:6][cH:7][c:8]([N+:10](=[O:11])[O-:12])[cH:9]1.